From a dataset of the Open Reaction Database (ORD), a public repository of structured organic reaction records. describe an organic reaction: reactants, conditions, products, and yield Run in C(C)O (ethanol). Product: C(C)(C)(C)N1[C@H](C(=O)N)C[C@H](C1)O (N1 -tert.butyl-4(R)-hydroxy-L-prolinamide). Procedure details: 0.224 g of N2 -(benzyloxycarbonyl)-N1 -tert.butyl-4(R)-hydroxy-L-prolinamide was dissolved in 20 ml of ethanol and hydrogenated over 50 mg of 10% palladium-on-carbon at room temperature and under atmospheric pressure for 2 hours. The catalyst was filtered off and the filtrate was evaporated to give 0.13 g of N1 -tert.butyl-4(R)-hydroxy-L-prolinamide which was used in the next step without further purification. The yield is 108.6%. The reagents and catalysts are [Pd] (palladium-on-carbon). RXN SMILES: N#N.C(OC([C@@:13]1([C:23]([NH2:25])=[O:24])[CH2:17][C@@H:16]([OH:18])[CH2:15][N:14]1[C:19]([CH3:22])([CH3:21])[CH3:20])=O)C1C=CC=CC=1>C(O)C.[Pd]>[C:19]([N:14]1[CH2:15][C@H:16]([OH:18])[CH2:17][C@H:13]1[C:23]([NH2:25])=[O:24])([CH3:22])([CH3:20])[CH3:21] |f:0.1|. Reactants: N#N.C(C1=CC=CC=C1)OC(=O)[C@@]1(N(C[C@@H](C1)O)C(C)(C)C)C(=O)N (N2 (benzyloxycarbonyl)-N1 -tert.butyl-4(R)-hydroxy-L-prolinamide). Starting materials: CS(C)=O, COc1cc(CCl)ccc1Cc1c(C)nc(N)nc1Cl, N#C[K], CN(C)C=O, O. Yields the product COc1cc(CC#N)ccc1Cc1c(C)nc(N)nc1Cl. As a reaction SMILES: [CH3:24][S:25]([CH3:26])=[O:27].[Cl:4][c:5]1[n:6][c:7]([NH2:23])[n:8][c:9]([CH3:22])[c:10]1[CH2:11][c:12]1[c:13]([O:20][CH3:21])[cH:14][c:15]([CH2:18][Cl:19])[cH:16][cH:17]1.[K:1][C:2]#[N:3].[O:28]=[CH:29][N:30]([CH3:31])[CH3:32].[OH2:33]>>[C:2](#[N:3])[CH2:18][c:15]1[cH:14][c:13]([O:20][CH3:21])[c:12]([CH2:11][c:10]2[c:5]([Cl:4])[n:6][c:7]([NH2:23])[n:8][c:9]2[CH3:22])[cH:17][cH:16]1. Starting materials: C(CCC)[Li] (n-butyl lithium), FC1=CC=C(C=C1)C=1OC=CC1C1=CC=C(C=C1)F (2,3-bis(4-fluorophenyl)furan), Cl[Si](C)(C)C (chlorotrimethylsilane). The solvent is C(OC)COC (dimethoxyethane). Run at time 1 hour. The product is FC1=CC=C(C=C1)C=1C=C(OC1C1=CC=C(C=C1)F)[Si](C)(C)C (4,5-bis(4-Fluorophenyl)-2-trimethylsilylfuran). The yield is 91.3%. RXN SMILES: [F:1][C:2]1[CH:7]=[CH:6][C:5]([C:8]2[O:9][CH:10]=[CH:11][C:12]=2[C:13]2[CH:18]=[CH:17][C:16]([F:19])=[CH:15][CH:14]=2)=[CH:4][CH:3]=1.C([Li])CCC.Cl[Si:26]([CH3:29])([CH3:28])[CH3:27]>C(COC)OC>[F:19][C:16]1[CH:17]=[CH:18][C:13]([C:12]2[CH:11]=[C:10]([Si:26]([CH3:29])([CH3:28])[CH3:27])[O:9][C:8]=2[C:5]2[CH:6]=[CH:7][C:2]([F:1])=[CH:3][CH:4]=2)=[CH:14][CH:15]=1. Procedure: A solution of 2,3-bis(4-fluorophenyl)furan (7.0 g, 27 mmoles) in 100 ml of dry dimethoxyethane was cooled to -35° and treated dropwise with n-butyl lithium (1.6M; 18.8 ml, 30 mmoles). The solution was stirred at -35° for one hour and treated with chlorotrimethylsilane (3.0 g, 27.6 mmoles). The reaction mixture was stirred at -35° for one hour and at room temperature for 24 hours. The mixture was concentrated in vacuo, suspended in 180 ml of carbon tetrachloride, and filtered through 50 g of sili... Reaction SMILES: [C:26](=[O:27])([O-:28])[O-:29].[F:12][c:13]1[cH:14][c:15]2[n:16][cH:17][cH:18][n:19][c:20]2[cH:21][c:22]1[N+:23](=[O:24])[O-:25].[K+:30].[K+:31].[O:32]=[CH:33][N:34]([CH3:35])[CH3:36].[OH2:37].[cH:1]1[n:2][cH:3][cH:4][c:5]2[c:6]([SH:11])[cH:7][cH:8][cH:9][c:10]12>>[cH:1]1[n:2][cH:3][cH:4][c:5]2[c:6]([S:11][c:13]3[cH:14][c:15]4[n:16][cH:17][cH:18][n:19][c:20]4[cH:21][c:22]3[N+:23](=[O:24])[O-:25])[cH:7][cH:8][cH:9][c:10]12. The product is O=[N+]([O-])c1cc2nccnc2cc1Sc1cccc2cnccc12. Starting materials: O=C([O-])[O-], O=[N+]([O-])c1cc2nccnc2cc1F, [K+], [K+], CN(C)C=O, O, Sc1cccc2cnccc12. The product is Oc1cccc(C2CCCN(CC3COc4c(O)cccc4O3)C2)c1. Starting materials: Oc1cccc(C2CCCN(CC3COc4c(OCc5ccccc5)cccc4O3)C2)c1, CCOC(C)=O. Reaction SMILES: [CH2:1]([c:2]1[cH:3][cH:4][cH:5][cH:6][cH:7]1)[O:8][c:9]1[cH:10][cH:11][cH:12][c:13]2[c:18]1[O:17][CH2:16][CH:15]([CH2:19][N:20]1[CH2:21][CH:22]([c:26]3[cH:27][c:28]([OH:32])[cH:29][cH:30][cH:31]3)[CH2:23][CH2:24][CH2:25]1)[O:14]2.[CH3:33][CH2:34][O:35][C:36](=[O:37])[CH3:38]>>[OH:8][c:9]1[cH:10][cH:11][cH:12][c:13]2[c:18]1[O:17][CH2:16][CH:15]([CH2:19][N:20]1[CH2:21][CH:22]([c:26]3[cH:27][c:28]([OH:32])[cH:29][cH:30][cH:31]3)[CH2:23][CH2:24][CH2:25]1)[O:14]2. The reactants are FC(C1=NNC=C1C(=O)O)F (3-(difluoromethyl)-1H-pyrazole-4-carboxylic acid), C(=O)(N1C=NC=C1)N1C=NC=C1 (1,1'-carbonyldiimidazole), C1(CCCCC1)C1=C(N)C=CC=C1 (2-Cyclohexylaniline). Solvent: C1CCOC1 (THF). Run at time 1 hour. Yields the product C1(CCCCC1)C1=C(C=CC=C1)NC(=O)C=1C(=NNC1)C(F)F (N-(2-Cyclohexylphenyl)-3-(difluoromethyl)-1H-pyrazole-4-carboxamide). The yield is 93.9%. RXN SMILES: [F:1][CH:2]([F:11])[C:3]1[C:7]([C:8](O)=[O:9])=[CH:6][NH:5][N:4]=1.C(N1C=CN=C1)(N1C=CN=C1)=O.[CH:24]1([C:30]2[CH:36]=[CH:35][CH:34]=[CH:33][C:31]=2[NH2:32])[CH2:29][CH2:28][CH2:27][CH2:26][CH2:25]1>C1COCC1>[CH:24]1([C:30]2[CH:36]=[CH:35][CH:34]=[CH:33][C:31]=2[NH:32][C:8]([C:7]2[C:3]([CH:2]([F:11])[F:1])=[N:4][NH:5][CH:6]=2)=[O:9])[CH2:25][CH2:26][CH2:27][CH2:28][CH2:29]1. Reported procedure: 3-(difluoromethyl)-1H-pyrazole-4-carboxylic acid (2.0 g) and 1,1'-carbonyldiimidazole (2.0 g) were mixed in THF (20mL, anhydrous) and stirred for 1 h. 2-Cyclohexylaniline (2.2 g) was added, and the contents were heated at reflux for 2 h. After cooling to RT, the contents were concentrated in vacuo leaving a foam (3.7 g). The foam was chromatographed on silica gel (Waters Prep 500) eluting with EtOAc and hexanes to give the desired amide as a white foam (750 mg). The foam was crystallized from Et... The reactants are FC1=CC=C(C=C1)N1N=C(C=C1C(=O)O)SC (1-(4-fluorophenyl)-3-(methylthio)-1H-pyrazole-5-carboxylic acid), C(C)#N (acetonitrile), OOS(=O)[O-].[K+] (Oxone). Conditions: time 30 minute. The product is FC1=CC=C(C=C1)N1N=C(C=C1C(=O)O)S(=O)(=O)C (1-(4-fluorophenyl)-3-(methylsulfonyl)-1H-pyrazole-5-carboxylic acid). Reaction SMILES: [F:1][C:2]1[CH:7]=[CH:6][C:5]([N:8]2[C:12]([C:13]([OH:15])=[O:14])=[CH:11][C:10](SC)=[N:9]2)=[CH:4][CH:3]=1.O[O:19][S:20]([O-:22])=O.[K+].[C:24](#N)C>>[F:1][C:2]1[CH:3]=[CH:4][C:5]([N:8]2[C:12]([C:13]([OH:15])=[O:14])=[CH:11][C:10]([S:20]([CH3:24])(=[O:22])=[O:19])=[N:9]2)=[CH:6][CH:7]=1 |f:1.2|. Procedure: 1-(4-fluorophenyl)-3-(methylthio)-1H-pyrazole-5-carboxylic acid (120 mg, 0.48 mmol) was dissolved in acetonitrile (5 mL) at RT. Oxone™ (440 mg, 1.4 mmol) was added. The mixture was stirred at RT for 30 min and then heated at 50° C. for 3 h. The mixture was cooled to RT and most volatiles were removed under vacuum. The residue was partitioned between DCM/brine. The DCM layer was dried over Na2SO4 and filtered. Concentration of the filtrate afforded the crude 1-(4-fluorophenyl)-3-(methylsulfonyl)-...